This data is from the Open Reaction Database (ORD), a public repository of structured organic reaction records. The task is: describe an organic reaction: reactants, conditions, products, and yield Starting materials: NC=1C(=C(C(=CC1)Cl)S(=O)(=O)N)O (3-amino-6-chloro-2-hydroxybenzenesulfonamide), C(C)(C)N=C=O (isopropyl isocyanate). Run in CN(C=O)C (N,N-dimethyl-formamide), C(C)(=O)OCC (ethyl acetate). The product is NS(=O)(=O)C=1C(=C(C=CC1Cl)NC(=O)NC(C)C)O (N-(3-aminosulfonyl-4-chloro-2-hydroxyphenyl)-N′-isopropylurea). Yield: 53.8%. RXN SMILES: [NH2:1][C:2]1[C:3]([OH:13])=[C:4]([S:9]([NH2:12])(=[O:11])=[O:10])[C:5]([Cl:8])=[CH:6][CH:7]=1.[CH:14]([N:17]=[C:18]=[O:19])([CH3:16])[CH3:15]>CN(C)C=O.C(OCC)(=O)C>[NH2:12][S:9]([C:4]1[C:3]([OH:13])=[C:2]([NH:1][C:18]([NH:17][CH:14]([CH3:16])[CH3:15])=[O:19])[CH:7]=[CH:6][C:5]=1[Cl:8])(=[O:11])=[O:10]. Reported procedure: A solution of 3-amino-6-chloro-2-hydroxybenzenesulfonamide (150 mg, 0.67 mmol) and isopropyl isocyanate (80 μL, 0.81 mmol) in 1 mL of N,N-dimethyl-formamide was stirred at room temperature for 20 hours. The mixture was diluted with ethyl acetate and washed with water to give the crude. Purification upon column chromatograph on silica gel, eluting with ethyl acetate/hexane (50/50, v/v), followed by recrystallization from acetone and hexane, gave the desired product (111 mg, 54%). LC-MS (m/z) 308.... Starting materials: N12C[C@@H](C(CC1)CC2)OC(=O)C2(CCCCCC2)C2=CC=CC=C2 (1-phenyl-cycloheptanecarboxylic acid (R)-(1-aza-bicyclo[2.2.2]oct-3yl) ester), ClCC(=O)NC1=NC=CC(=C1)C (2-chloro-N-(4-methyl-pyridin-2-yl)-acetamide). Solvent: CC#N (MeCN). Run at time 21 hour. The product is [Cl-].CC1=CC(=NC=C1)NC(=O)C[N+]12C[C@@H](C(CC1)CC2)OC(=O)C2(CCCCCC2)C2=CC=CC=C2 ((R)-1-[(4-Methyl-pyridin-2-ylcarbamoyl)-methyl]-3-(1-phenyl-cycloheptanecarbonyloxy)-1-azonia-bicyclo[2.2.2]octane chloride). The yield is 51.2%. RXN SMILES: [N:1]12[CH2:8][CH2:7][CH:4]([CH2:5][CH2:6]1)[C@@H:3]([O:9][C:10]([C:12]1([C:19]3[CH:24]=[CH:23][CH:22]=[CH:21][CH:20]=3)[CH2:18][CH2:17][CH2:16][CH2:15][CH2:14][CH2:13]1)=[O:11])[CH2:2]2.[Cl:25][CH2:26][C:27]([NH:29][C:30]1[CH:35]=[C:34]([CH3:36])[CH:33]=[CH:32][N:31]=1)=[O:28]>CC#N>[Cl-:25].[CH3:36][C:34]1[CH:33]=[CH:32][N:31]=[C:30]([NH:29][C:27]([CH2:26][N+:1]23[CH2:8][CH2:7][CH:4]([CH2:5][CH2:6]2)[C@@H:3]([O:9][C:10]([C:12]2([C:19]4[CH:20]=[CH:21][CH:22]=[CH:23][CH:24]=4)[CH2:18][CH2:17][CH2:16][CH2:15][CH2:14][CH2:13]2)=[O:11])[CH2:2]3)=[O:28])[CH:35]=1 |f:3.4|. Reported procedure: To a solution of 1-phenyl-cycloheptanecarboxylic acid (R)-(1-aza-bicyclo[2.2.2]oct-3yl) ester (Example 14e) (100 mg) in 1 mL MeCN was added 2-chloro-N-(4-methyl-pyridin-2-yl)-acetamide (Example 44a) (62 mg) and the mixture was stirred at room temperature for 21 h. The precipitate was filtered off and dried under vacuum at 50° C. to give the title compound (80 mg) as a white solid. The reactants are CS(=O)(=O)OCC1=C(C(=CC=C1Cl)NC(C)=O)F (3-acetamido-6-chloro-2-fluorobenzyl methanesulfonate), [C-]#N.[Na+] (sodium cyanide), O (water). The solvent is CS(=O)C (DMSO). Reaction conditions: time 8 hour. The product is ClC1=C(C(=C(C=C1)NC(C)=O)F)CC#N (N-(4-chloro-3-(cyanomethyl)-2-fluorophenyl)acetamide). Yield: 78.5%. Reaction SMILES: CS(O[CH2:6][C:7]1[C:12]([Cl:13])=[CH:11][CH:10]=[C:9]([NH:14][C:15](=[O:17])[CH3:16])[C:8]=1[F:18])(=O)=O.[C-:19]#[N:20].[Na+].O>CS(C)=O>[Cl:13][C:12]1[CH:11]=[CH:10][C:9]([NH:14][C:15](=[O:17])[CH3:16])=[C:8]([F:18])[C:7]=1[CH2:6][C:19]#[N:20] |f:1.2|. Procedure: A solution of 3-acetamido-6-chloro-2-fluorobenzyl methanesulfonate (1.31 g, 3.54 mmol) in DMSO (10 mL) was treated with sodium cyanide (0.868 g, 17.72 mmol), stirred at RT overnight, treated with water and extracted with EtOAc (2×). The combined organics were washed with brine, dried over Na2SO4, concentrated to dryness and purified via silica gel chromatography (EtOAc/Hex) to afford N-(4-chloro-3-(cyanomethyl)-2-fluorophenyl)acetamide (630 mg, 78% yield) as a yellow solid. MS (ESI) m/z: 227.0 [...